From a dataset of the Open Reaction Database (ORD), a public repository of structured organic reaction records. describe an organic reaction: reactants, conditions, products, and yield Reactants: CN, CCOCC12Cc3cnn(-c4ccc(F)cc4)c3C=C1CCN(S(=O)(=O)c1ccc(Cl)nc1)C2. Yields the product CCOCC12Cc3cnn(-c4ccc(F)cc4)c3C=C1CCN(S(=O)(=O)c1ccc(NC)nc1)C2. As a reaction SMILES: [CH3:35][NH2:36].[Cl:1][c:2]1[cH:3][cH:4][c:5]([S:8](=[O:9])(=[O:10])[N:11]2[CH2:12][C:13]3([CH2:31][O:32][CH2:33][CH3:34])[CH2:14][c:15]4[c:16]([n:21](-[c:24]5[cH:25][cH:26][c:27]([F:30])[cH:28][cH:29]5)[n:22][cH:23]4)[CH:17]=[C:18]3[CH2:19][CH2:20]2)[cH:6][n:7]1>>[c:2]1([NH:36][CH3:35])[cH:3][cH:4][c:5]([S:8](=[O:9])(=[O:10])[N:11]2[CH2:12][C:13]3([CH2:31][O:32][CH2:33][CH3:34])[CH2:14][c:15]4[c:16]([n:21](-[c:24]5[cH:25][cH:26][c:27]([F:30])[cH:28][cH:29]5)[n:22][cH:23]4)[CH:17]=[C:18]3[CH2:19][CH2:20]2)[cH:6][n:7]1.